Dataset: the Open Reaction Database (ORD), a public repository of structured organic reaction records. Task: describe an organic reaction: reactants, conditions, products, and yield The reactants are C1COCCO1, CCOC(C)=O, CC1(C)OB(c2cnn(C(CC#N)C3CCCC3)c2)OC1(C)C, Clc1ccnc(Cl)n1, [K+], [K+], [K+], O, O=P([O-])([O-])[O-], c1ccc(P(c2ccccc2)(c2ccccc2)[Pd](P(c2ccccc2)(c2ccccc2)c2ccccc2)(P(c2ccccc2)(c2ccccc2)c2ccccc2)P(c2ccccc2)(c2ccccc2)c2ccccc2)cc1. Product: N#CCC(C1CCCC1)n1cc(-c2ccnc(Cl)n2)cn1. Reaction SMILES: [CH2:40]1[O:41][CH2:42][CH2:43][O:44][CH2:45]1.[CH3:47][CH2:48][O:49][C:50]([CH3:51])=[O:52].[CH:9]1([CH:14]([CH2:15][C:16]#[N:17])[n:18]2[n:19][cH:20][c:21]([B:23]3[O:24][C:25]([CH3:26])([CH3:27])[C:28]([CH3:29])([CH3:30])[O:31]3)[cH:22]2)[CH2:10][CH2:11][CH2:12][CH2:13]1.[Cl:1][c:2]1[n:3][cH:4][cH:5][c:6]([Cl:8])[n:7]1.[K+:37].[K+:38].[K+:39].[OH2:46].[P:32]([O-:33])([O-:34])([O-:35])=[O:36].[cH:53]1[cH:54][cH:55][c:56]([P:57]([Pd:58]([P:59]([c:60]2[cH:61][cH:62][cH:63][cH:64][cH:65]2)([c:66]2[cH:67][cH:68][cH:69][cH:70][cH:71]2)[c:72]2[cH:73][cH:74][cH:75][cH:76][cH:77]2)([P:78]([c:79]2[cH:80][cH:81][cH:82][cH:83][cH:84]2)([c:85]2[cH:86][cH:87][cH:88][cH:89][cH:90]2)[c:91]2[cH:92][cH:93][cH:94][cH:95][cH:96]2)[P:97]([c:98]2[cH:99][cH:100][cH:101][cH:102][cH:103]2)([c:104]2[cH:105][cH:106][cH:107][cH:108][cH:109]2)[c:110]2[cH:111][cH:112][cH:113][cH:114][cH:115]2)([c:116]2[cH:117][cH:118][cH:119][cH:120][cH:121]2)[c:122]2[cH:123][cH:124][cH:125][cH:126][cH:127]2)[cH:128][cH:129]1>>[Cl:1][c:2]1[n:3][cH:4][cH:5][c:6](-[c:21]2[cH:20][n:19][n:18]([CH:14]([CH:9]3[CH2:10][CH2:11][CH2:12][CH2:13]3)[CH2:15][C:16]#[N:17])[cH:22]2)[n:7]1. Reactants: CCO, Cc1ccc(C#N)cn1, NO. Product: Cc1ccc(C(N)=NO)cn1. As a reaction SMILES: [CH3:12][CH2:13][OH:14].[CH3:3][c:4]1[n:5][cH:6][c:7]([C:8]#[N:9])[cH:10][cH:11]1.[NH2:1][OH:2]>>[N:1]([OH:2])=[C:8]([c:7]1[cH:6][n:5][c:4]([CH3:3])[cH:11][cH:10]1)[NH2:9]. Starting materials: ClCCl, Cl, Cc1cc(C(N)=O)cc(C)c1-n1cc(-c2nc(C3CCOCC3)oc2-c2ccc(F)cc2F)ccc1=O, O=S(=O)(OS(=O)(=O)C(F)(F)F)C(F)(F)F, c1ccncc1. Yields the product Cc1cc(C#N)cc(C)c1-n1cc(-c2nc(C3CCOCC3)oc2-c2ccc(F)cc2F)ccc1=O. RXN SMILES: [Cl:60][CH2:61][Cl:62].[ClH:59].[F:1][c:2]1[c:3](-[c:9]2[c:10](-[c:20]3[cH:21][cH:22][c:23](=[O:37])[n:24](-[c:26]4[c:27]([CH3:36])[cH:28][c:29]([C:30](=[O:31])[NH2:32])[cH:33][c:34]4[CH3:35])[cH:25]3)[n:11][c:12]([CH:14]3[CH2:15][CH2:16][O:17][CH2:18][CH2:19]3)[o:13]2)[cH:4][cH:5][c:6]([F:8])[cH:7]1.[F:44][C:45]([S:46]([O:47][S:48]([C:49]([F:50])([F:51])[F:52])(=[O:53])=[O:54])(=[O:55])=[O:56])([F:57])[F:58].[cH:38]1[cH:39][cH:40][n:41][cH:42][cH:43]1>>[F:1][c:2]1[c:3](-[c:9]2[c:10](-[c:20]3[cH:21][cH:22][c:23](=[O:37])[n:24](-[c:26]4[c:27]([CH3:36])[cH:28][c:29]([C:30]#[N:32])[cH:33][c:34]4[CH3:35])[cH:25]3)[n:11][c:12]([CH:14]3[CH2:15][CH2:16][O:17][CH2:18][CH2:19]3)[o:13]2)[cH:4][cH:5][c:6]([F:8])[cH:7]1. The reactants are FC1=C(C=CC(=C1)F)S(=O)(=O)Cl (2,4-difluorobenzenesulfonyl chloride), O[C@@](C([C@H](CC1=CC=CC=C1)NC([C@H](COC)NC([C@H](COC)NC(=O)C1=CN=C(S1)C)=O)=O)=O)(CO)C (N—((S)-1-(((S)-1-(((2S,4R)-4,5-dihydroxy-4-methyl-3-oxo-1-phenylpentan-2-yl)amino)-3-methoxy-1-oxopropan-2-yl)amino)-3-methoxy-1-oxopropan-2-yl)-2-methylthiazole-5-carboxamide). The product is FC1=C(C=CC(=C1)F)S(=O)(=O)OC[C@@](C([C@H](CC1=CC=CC=C1)NC([C@H](COC)NC([C@H](COC)NC(=O)C1=CN=C(S1)C)=O)=O)=O)(C)O ((2R,4S)-2-hydroxy-4-((S)-3-methoxy-2-((S)-3-methoxy-2-(2-methylthiazole-5-carboxamido)propanamido)propanamido)-2-methyl-3-oxo-5-phenylpentyl 2,4-difluorobenzenesulfonate). RXN SMILES: [F:1][C:2]1[CH:7]=[C:6]([F:8])[CH:5]=[CH:4][C:3]=1[S:9](Cl)(=[O:11])=[O:10].[OH:13][C@:14]([CH3:50])([CH2:48][OH:49])[C:15](=[O:47])[C@@H:16]([NH:24][C:25](=[O:46])[C@@H:26]([NH:30][C:31](=[O:45])[C@@H:32]([NH:36][C:37]([C:39]1[S:43][C:42]([CH3:44])=[N:41][CH:40]=1)=[O:38])[CH2:33][O:34][CH3:35])[CH2:27][O:28][CH3:29])[CH2:17][C:18]1[CH:23]=[CH:22][CH:21]=[CH:20][CH:19]=1>>[F:1][C:2]1[CH:7]=[C:6]([F:8])[CH:5]=[CH:4][C:3]=1[S:9]([O:49][CH2:48][C@:14]([OH:13])([CH3:50])[C:15](=[O:47])[C@@H:16]([NH:24][C:25](=[O:46])[C@@H:26]([NH:30][C:31](=[O:45])[C@@H:32]([NH:36][C:37]([C:39]1[S:43][C:42]([CH3:44])=[N:41][CH:40]=1)=[O:38])[CH2:33][O:34][CH3:35])[CH2:27][O:28][CH3:29])[CH2:17][C:18]1[CH:23]=[CH:22][CH:21]=[CH:20][CH:19]=1)(=[O:11])=[O:10]. Procedure: Prepared according to procedures described above, by reacting 2,4-difluorobenzenesulfonyl chloride with N—((S)-1-(((S)-1-(((2S,4R)-4,5-dihydroxy-4-methyl-3-oxo-1-phenylpentan-2-yl)amino)-3-methoxy-1-oxopropan-2-yl)amino)-3-methoxy-1-oxopropan-2-yl)-2-methylthiazole-5-carboxamide. MS for C31H36F2N4O10S2 m/z: 727 (M+H)+. Starting materials: Cl[Si](C)(C)Cl (dichlorodimethyl silane), O (water), C(C)OC(COC1=C(C=C(C=C1)S(=O)(=O)Cl)C)=O ((4-chlorosulfonyl-2-methyl-phenoxy)-acetic acid ethyl ester), CN1C(N(CC1)C)=O (1,3-dimethylimidazolidin-2-one). The reagents and catalysts are [Zn] (Zn). Solvent: ClC(C)Cl (dichloroethane), ClCCCl (DCE). Run at temperature 52 celsius. The product is C(C)OC(COC1=C(C=C(C=C1)S)C)=O ((4-Mercapto-2-methyl-phenoxy)-acetic acid ethyl ester). RXN SMILES: Cl[Si](Cl)(C)C.[CH2:6]([O:8][C:9](=[O:23])[CH2:10][O:11][C:12]1[CH:17]=[CH:16][C:15]([S:18](Cl)(=O)=O)=[CH:14][C:13]=1[CH3:22])[CH3:7].CN1CCN(C)C1=O.O>ClC(Cl)C.ClCCCl.[Zn]>[CH2:6]([O:8][C:9](=[O:23])[CH2:10][O:11][C:12]1[CH:17]=[CH:16][C:15]([SH:18])=[CH:14][C:13]=1[CH3:22])[CH3:7]. Reported procedure: This compound can also be made by the following procedure: To a stirred suspension of Zn powder (10 μm, 78.16 g, 1.2 mol) and dichlorodimethyl silane (154.30 g, 145.02 mL, 1.2 mol) in 500 mL of dichloroethane is added a solution of (4-chlorosulfonyl-2-methyl-phenoxy)-acetic acid ethyl ester (100 g, 0.34 mol) and 1,3-dimethylimidazolidin-2-one (116.98 g, 112.05 mL, 1.02 mol) in 1 L of DCE. Addition is at a rate so as to maintain the internal temperature at ˜52° C., cooling with chilled water as n...